Dataset: the Open Reaction Database (ORD), a public repository of structured organic reaction records. Task: describe an organic reaction: reactants, conditions, products, and yield The reactants are O=CC1=CC(OC)=C(O)C=C1 (vanillin), C(\C=C/C=CC=CC=CC=CC=CCCCCCCCCC)(=O)O (cis-docosahexaenoic acid), C1(CCCCC1)N=C=NC1CCCCC1 (N,N′-dicyclohexylcarbodiimide). The reagents and catalysts are CN(C1=CC=NC=C1)C (4-(dimethylamino)pyridine). The solvent is O (water), ClCCl (dichloromethane), C(Cl)Cl (DCM). Conditions: time 16 hour. The product is COC=1C=C(C=O)C=CC1OC(C=CC=CC=CC=CC=CC=CCCCCCCCCC)=O (3-Methoxy-4-Docosahexaenoyloxybenzaldehyde). Yield: 79.7%. RXN SMILES: [O:1]=[CH:2][C:3]1[CH:11]=[CH:10][C:8]([OH:9])=[C:5]([O:6][CH3:7])[CH:4]=1.[C:12](O)(=[O:34])/[CH:13]=[CH:14]\[CH:15]=[CH:16][CH:17]=[CH:18][CH:19]=[CH:20][CH:21]=[CH:22][CH:23]=[CH:24][CH2:25][CH2:26][CH2:27][CH2:28][CH2:29][CH2:30][CH2:31][CH2:32][CH3:33].C1(N=C=NC2CCCCC2)CCCCC1>CN(C)C1C=CN=CC=1.ClCCl.O>[CH3:7][O:6][C:5]1[CH:4]=[C:3]([CH:11]=[CH:10][C:8]=1[O:9][C:12](=[O:34])[CH:13]=[CH:14][CH:15]=[CH:16][CH:17]=[CH:18][CH:19]=[CH:20][CH:21]=[CH:22][CH:23]=[CH:24][CH2:25][CH2:26][CH2:27][CH2:28][CH2:29][CH2:30][CH2:31][CH2:32][CH3:33])[CH:2]=[O:1]. Procedure: To a solution of vanillin (330 mg, 2.17 mmol), cis-docosahexaenoic acid (870 mg, 2.65 mmol) and catalytic amount of 4-(dimethylamino)pyridine in dichloromethane (15 mL) was added a solution of N,N′-dicyclohexylcarbodiimide (720 mg, 3.50 mmol) in DCM (5 mL) for 5 min at ice cold temperature. The mixture was stirred at rt for 16 h and diluted with water. DCM layer was separated and the aqueous layer was extracted with DCM (3×100 mL). The combined DCM layer was washed with water, brine and dried ov... The product is OC1=CC=C(C(=O)C2=CC=C(OCCCOC3=CC=C(C=C3)C[C@@H](C(=O)O)OC)C=C2)C=C1 ((2S)-3-(4-{3-[4-(4-Hydroxy-benzoyl)-phenoxy]-propoxy}-phenyl)-2-methoxy-propionic acid). Reaction SMILES: F[C:2]1[CH:33]=[CH:32][C:5]([C:6]([C:8]2[CH:31]=[CH:30][C:11]([O:12][CH2:13][CH2:14][CH2:15][O:16][C:17]3[CH:22]=[CH:21][C:20]([CH2:23][C@H:24]([O:28][CH3:29])[C:25]([OH:27])=[O:26])=[CH:19][CH:18]=3)=[CH:10][CH:9]=2)=[O:7])=[CH:4][CH:3]=1.[OH-:34].[K+].O>ClC1C=CC=CC=1>[OH:34][C:2]1[CH:33]=[CH:32][C:5]([C:6]([C:8]2[CH:31]=[CH:30][C:11]([O:12][CH2:13][CH2:14][CH2:15][O:16][C:17]3[CH:22]=[CH:21][C:20]([CH2:23][C@H:24]([O:28][CH3:29])[C:25]([OH:27])=[O:26])=[CH:19][CH:18]=3)=[CH:10][CH:9]=2)=[O:7])=[CH:4][CH:3]=1 |f:1.2|. Reactants: FC1=CC=C(C(=O)C2=CC=C(OCCCOC3=CC=C(C=C3)C[C@@H](C(=O)O)OC)C=C2)C=C1 ((2S)-3-(4-{3-[4-(4-Fluoro-benzoyl)-phenoxy]-propoxy}-phenyl)-2-methoxy-propionic acid), [OH-].[K+] (KOH), O (water). The solvent is ClC1=CC=CC=C1 (chlorobenzene). Procedure: A solution of (2S)-3-(4-{3-[4-(4-Fluoro-benzoyl)-phenoxy]-propoxy}-phenyl)-2-methoxy-propionic acid (85 mg) (Example 95) and KOH (100 mg) in chlorobenzene (0.3 ml) with water (1 ml) were heated in sealed tube at 200° C. for 3 days. Extracted with ethyl acetate, dried and concentrated to dryness to give a crude product which was purified by chromatography to give the title compound. MS (ES) for C26H26O7 [M+H]+: 451.